This data is from the Open Reaction Database (ORD), a public repository of structured organic reaction records. The task is: describe an organic reaction: reactants, conditions, products, and yield Starting materials: NC1=CC=C2CC(N(CC2=C1)C(C(F)(F)F)=O)(C)C (7-amino-3,3-dimethyl-1,2,3,4-tetrahydro-2-trifluoroacetylisoquinoline), COC1=C(C=C(C(=O)Cl)C=C1)C(F)(F)F (4-methoxy-3-trifluoromethylbenzoyl chloride), resultant solution. Solvent: ClCCl (dichloromethane), C(C)N(CC)CC (triethylamine). The product is CC1(N(CC2=CC(=CC=C2C1)NC(C1=CC(=C(C=C1)OC)C(F)(F)F)=O)C(C(F)(F)F)=O)C (N-(3,3-Dimethyl-1,2,3,4-tetrahydro-2-trifluoroacetyl-isoquinolin-7-yl)-4-methoxy-3-trifluoromethylbenzamide). Yield: 62.1%. RXN SMILES: [NH2:1][C:2]1[CH:11]=[C:10]2[C:5]([CH2:6][C:7]([CH3:19])([CH3:18])[N:8]([C:12](=[O:17])[C:13]([F:16])([F:15])[F:14])[CH2:9]2)=[CH:4][CH:3]=1.[CH3:20][O:21][C:22]1[CH:30]=[CH:29][C:25]([C:26](Cl)=[O:27])=[CH:24][C:23]=1[C:31]([F:34])([F:33])[F:32]>ClCCl.C(N(CC)CC)C>[CH3:18][C:7]1([CH3:19])[CH2:6][C:5]2[C:10](=[CH:11][C:2]([NH:1][C:26](=[O:27])[C:25]3[CH:29]=[CH:30][C:22]([O:21][CH3:20])=[C:23]([C:31]([F:34])([F:32])[F:33])[CH:24]=3)=[CH:3][CH:4]=2)[CH2:9][N:8]1[C:12](=[O:17])[C:13]([F:16])([F:14])[F:15]. Procedure details: A solution of 7-amino-3,3-dimethyl-1,2,3,4-tetrahydro-2-trifluoroacetylisoquinoline (408 mg; 1.5 mmol) in dichloromethane (20 ml) and triethylamine (0.6 ml) was treated with 4-methoxy-3-trifluoromethylbenzoyl chloride (358 mg; 1.5 mmol). The resultant solution was stirred at 25° C. for 1 h. The reaction mixture was then washed with water, dried over sodium sulfate and evaporated in vacuo. The residue was purified by column chromatography on silica, eluting with 1% methanol in dichloromethane, to... The solvent is CO (methyl alcohol), Cl (hydrochloric acid). Conditions: time 12 hour. Reactants: C(CCCCCCCCCCCCCCC)OC[C@H]1OC(OC1)(C)C ((R)-4-[(hexadecyloxy)methyl]-2,2-dimethyl-1,3-dioxolane). Isolated yield 81.1%. Reaction SMILES: [CH2:1]([O:17][CH2:18][C@@H:19]1[CH2:23][O:22]C(C)(C)[O:20]1)[CH2:2][CH2:3][CH2:4][CH2:5][CH2:6][CH2:7][CH2:8][CH2:9][CH2:10][CH2:11][CH2:12][CH2:13][CH2:14][CH2:15][CH3:16]>CO.Cl>[CH2:1]([O:17][CH2:18][C@@H:19]([OH:20])[CH2:23][OH:22])[CH2:2][CH2:3][CH2:4][CH2:5][CH2:6][CH2:7][CH2:8][CH2:9][CH2:10][CH2:11][CH2:12][CH2:13][CH2:14][CH2:15][CH3:16]. Reported procedure: A mixture of 28.2 g of (R)-4-[(hexadecyloxy)methyl]-2,2-dimethyl-1,3-dioxolane in 189 ml of methyl alcohol and 21 ml of 1N hydrochloric acid is stirred at reflux for 2.5 hours followed by 12 hours at ambient temperature. The reaction is cooled, filtered and the cake washed with cold methyl alcohol then dried to give 20.3 g of the desired product as white plates, m.p. 63°-64° C. Yields the product C(CCCCCCCCCCCCCCC)OC[C@H](CO)O ((S)-3-(Hexadecyloxy)-1,2-propanediol).